This data is from the Open Reaction Database (ORD), a public repository of structured organic reaction records. The task is: describe an organic reaction: reactants, conditions, products, and yield The reactants are C1(CC1)C=1N=CC(=NC1OCC1CC1)C(=O)O (5-cyclopropyl-6-cyclopropylmethoxy-pyrazine-2-carboxylic acid), N[C@H](C(=O)NC)C(C)(C)C ((S)-2-amino-3,3,N-trimethyl-butyramide). Yields the product CC([C@@H](C(NC)=O)NC(=O)C1=NC(=C(N=C1)C1CC1)OCC1CC1)(C)C (5-Cyclopropyl-6-cyclopropylmethoxy-pyrazine-2-carboxylic acid ((S)-2,2-dimethyl-1-methylcarbamoyl-propyl)-amide). As a reaction SMILES: [CH:1]1([C:4]2[N:5]=[CH:6][C:7]([C:15]([OH:17])=O)=[N:8][C:9]=2[O:10][CH2:11][CH:12]2[CH2:14][CH2:13]2)[CH2:3][CH2:2]1.[NH2:18][C@@H:19]([C:24]([CH3:27])([CH3:26])[CH3:25])[C:20]([NH:22][CH3:23])=[O:21]>>[CH3:25][C:24]([CH3:27])([CH3:26])[C@H:19]([NH:18][C:15]([C:7]1[CH:6]=[N:5][C:4]([CH:1]2[CH2:2][CH2:3]2)=[C:9]([O:10][CH2:11][CH:12]2[CH2:13][CH2:14]2)[N:8]=1)=[O:17])[C:20](=[O:21])[NH:22][CH3:23]. Procedure: The title compound was synthesized in analogy to Example 8e, using 5-cyclopropyl-6-cyclopropylmethoxy-pyrazine-2-carboxylic acid (Example 10 g, 100 mg, 0.43 mmol) and (S)-2-amino-3,3,N-trimethyl-butyramide (CAN 89226-12-0, 106.7 mg, 0.64 mmol) as starting materials, and isolated (45 mg, 29.4%) as off white solid, LC-MS (UV peak area, ESI) 100%, 361.4 (M+H). Reactants: COc1ccc(OC2OC(COC(C)=O)C(OCc3ccccc3)C(OCc3ccccc3)C2N2C(=O)c3ccccc3C2=O)cc1, CC#N, CCOC(C)=O, [Ce+4], O=[N+]([O-])[O-], O=[N+]([O-])[O-], O=[N+]([O-])[O-], O=[N+]([O-])[O-], O=[N+]([O-])[O-], [NH4+], O. The product is CC(=O)OCC1OC(O)C(N2C(=O)c3ccccc3C2=O)C(OCc2ccccc2)C1OCc1ccccc1. As a reaction SMILES: [C:1]([CH3:2])(=[O:3])[O:4][CH2:5][CH:6]1[CH:7]([O:40][CH2:41][c:42]2[cH:43][cH:44][cH:45][cH:46][cH:47]2)[CH:8]([O:32][CH2:33][c:34]2[cH:35][cH:36][cH:37][cH:38][cH:39]2)[CH:9]([N:21]2[C:22](=[O:31])[c:23]3[c:24]([cH:27][cH:28][cH:29][cH:30]3)[C:25]2=[O:26])[CH:10]([O:11][c:12]2[cH:13][cH:14][c:15]([O:16][CH3:17])[cH:18][cH:19]2)[O:20]1.[C:71](#[N:72])[CH3:73].[CH3:74][CH2:75][O:76][C:77](=[O:78])[CH3:79].[Ce+4:52].[N+:48]([O-:49])([O-:50])=[O:51].[N+:54]([O-:55])([O-:56])=[O:57].[N+:58]([O-:59])([O-:60])=[O:61].[N+:62]([O-:63])([O-:64])=[O:65].[N+:66]([O-:67])([O-:68])=[O:69].[NH4+:53].[OH2:70]>>[C:1]([CH3:2])(=[O:3])[O:4][CH2:5][CH:6]1[CH:7]([O:40][CH2:41][c:42]2[cH:43][cH:44][cH:45][cH:46][cH:47]2)[CH:8]([O:32][CH2:33][c:34]2[cH:35][cH:36][cH:37][cH:38][cH:39]2)[CH:9]([N:21]2[C:22](=[O:31])[c:23]3[c:24]([cH:27][cH:28][cH:29][cH:30]3)[C:25]2=[O:26])[CH:10]([OH:11])[O:20]1. The reactants are C(C)(=O)O (Acetic acid), C(C)(=O)O[BH-](OC(C)=O)OC(C)=O.[Na+] (sodium triacetoxyborohydride), NC1CN(CCC1)C=1C=C(C(=O)OC)C=CC1 (methyl 3-(3-aminopiperidin-1-yl)benzoate), ClC1=CC=C(C=C1)C=1SC(=C(N1)C)C=O (2-(4-chlorophenyl)-4-methylthiazole-5-carboaldehyde), C([O-])(O)=O.[Na+] (sodium bicarbonate). The solvent is O1CCCC1 (tetrahydrofuran). Run at time 16 hour. The product is ClC1=CC=C(C=C1)C=1SC(=C(N1)C)CNC1CN(CCC1)C=1C=C(C(=O)OC)C=CC1 (Methyl 3-[3-[[2-(4-chlorophenyl)-4-methylthiazol-5-yl]methylamino]piperidin-1-yl]benzoate). The yield is 38.7%. As a reaction SMILES: C(O)(=O)C.C(O[BH-](OC(=O)C)OC(=O)C)(=O)C.[Na+].[NH2:19][CH:20]1[CH2:25][CH2:24][CH2:23][N:22]([C:26]2[CH:27]=[C:28]([CH:33]=[CH:34][CH:35]=2)[C:29]([O:31][CH3:32])=[O:30])[CH2:21]1.[Cl:36][C:37]1[CH:42]=[CH:41][C:40]([C:43]2[S:44][C:45]([CH:49]=O)=[C:46]([CH3:48])[N:47]=2)=[CH:39][CH:38]=1.C(=O)(O)[O-].[Na+]>O1CCCC1>[Cl:36][C:37]1[CH:38]=[CH:39][C:40]([C:43]2[S:44][C:45]([CH2:49][NH:19][CH:20]3[CH2:25][CH2:24][CH2:23][N:22]([C:26]4[CH:27]=[C:28]([CH:33]=[CH:34][CH:35]=4)[C:29]([O:31][CH3:32])=[O:30])[CH2:21]3)=[C:46]([CH3:48])[N:47]=2)=[CH:41][CH:42]=1 |f:1.2,5.6|. Reported procedure: Acetic acid (0.0251 mL, 0.438 mmol) and sodium triacetoxyborohydride (97.7 mg, 0.438 mmol) were added to methyl 3-(3-aminopiperidin-1-yl)benzoate (79.0 mg, 0.337 mmol) and 2-(4-chlorophenyl)-4-methylthiazole-5-carboaldehyde (80.1 mg, 0.337 mmol) in tetrahydrofuran (5 mL). The reaction mixture was stirred at room temperature for 16 hours. Subsequently, a saturated aqueous sodium bicarbonate solution was added to make the mixture basic. The mixture was then extracted with ethyl acetate and the ext...